From a dataset of the Open Reaction Database (ORD), a public repository of structured organic reaction records. describe an organic reaction: reactants, conditions, products, and yield Starting materials: COC(=O)c1ccc(OC(F)F)c2oc3ccncc3c12, CC(=O)O, CO, [Na+], [OH-], O. Product: O=C(O)c1ccc(OC(F)F)c2oc3ccncc3c12. Reaction SMILES: [CH3:1][O:2][C:3](=[O:4])[c:5]1[cH:6][cH:7][c:8]([O:18][CH:19]([F:20])[F:21])[c:9]2[c:10]1[c:11]1[cH:12][n:13][cH:14][cH:15][c:16]1[o:17]2.[CH3:24][C:25](=[O:26])[OH:27].[CH3:28][OH:29].[Na+:23].[OH-:22].[OH2:30]>>[O:2]=[C:3]([OH:4])[c:5]1[cH:6][cH:7][c:8]([O:18][CH:19]([F:20])[F:21])[c:9]2[c:10]1[c:11]1[cH:12][n:13][cH:14][cH:15][c:16]1[o:17]2. Starting materials: [Al+3], CC(C)[O-], CC(C)[O-], CC(C)[O-], CN=C(SCc1ccc(OC)cc1)C1(c2cccnc2)CCCCC1CC=O, CC(C)O. Product: CN=C(SCc1ccc(OC)cc1)C1(c2cccnc2)CCCCC1CCO. As a reaction SMILES: [Al+3:33].[CH3:29][CH:30]([CH3:31])[O-:32].[CH3:34][CH:35]([CH3:36])[O-:37].[CH3:38][CH:39]([CH3:40])[O-:41].[CH:1](=[O:2])[CH2:3][CH:4]1[C:5]([c:10]2[cH:11][n:12][cH:13][cH:14][cH:15]2)([C:16]([S:17][CH2:18][c:19]2[cH:20][cH:21][c:22]([O:25][CH3:26])[cH:23][cH:24]2)=[N:27][CH3:28])[CH2:6][CH2:7][CH2:8][CH2:9]1.[CH:42]([OH:43])([CH3:44])[CH3:45]>>[CH2:1]([OH:2])[CH2:3][CH:4]1[C:5]([c:10]2[cH:11][n:12][cH:13][cH:14][cH:15]2)([C:16]([S:17][CH2:18][c:19]2[cH:20][cH:21][c:22]([O:25][CH3:26])[cH:23][cH:24]2)=[N:27][CH3:28])[CH2:6][CH2:7][CH2:8][CH2:9]1. Reactants: OC1=NC(=NC(=C1)COC)SC (4-hydroxy-6-methoxymethyl-2-(methylthio) pyrimidine), C1CC(=O)N(C1=O)Cl (NCS), CN(C)C=O (DMF), C(Cl)Cl (CH2Cl2). Run in CCOC(=O)C.CCCCCC (EtOAc hexane). Run at time 4 hour. The product is ClC=1C(=NC(=NC1COC)SC)O (5-Chloro-6-(methoxymethyl)-2-(methylsulfanyl)pyrimidin-4-ol). As a reaction SMILES: [OH:1][C:2]1[CH:7]=[C:6]([CH2:8][O:9][CH3:10])[N:5]=[C:4]([S:11][CH3:12])[N:3]=1.C1C(=O)N([Cl:20])C(=O)C1.CN(C=O)C.C(Cl)Cl>CCOC(C)=O.CCCCCC>[Cl:20][C:7]1[C:2]([OH:1])=[N:3][C:4]([S:11][CH3:12])=[N:5][C:6]=1[CH2:8][O:9][CH3:10] |f:4.5|. Procedure: The mixture of 4-hydroxy-6-methoxymethyl-2-(methylthio) pyrimidine (10.0 g, 53.7 mmol), NCS (14.34 g, 107 mmol), DMF (10 mL) and CH2Cl2 (200 mL) was stirred at room temperature for 4 h. TLC (EtOAc/hexane 40:60) showed no starting material left. The solvent was removed. The final product was recrystallized from EtOAc. The mother liquid was purified by column chromatography on silica gel using EtOAc/hexane=40:60 as the eluent. Reactants: CS(C)=O, C#CCC([NH3+])C(=O)OC, [Cl-], O=[N+]([O-])c1cccnc1Cl. The product is C#CCC(Nc1ncccc1[N+](=O)[O-])C(=O)OC. RXN SMILES: [CH3:21][S:22]([CH3:23])=[O:24].[CH3:2][O:3][C:4]([CH:5]([CH2:6][C:7]#[CH:8])[NH3+:9])=[O:10].[Cl-:1].[Cl:11][c:12]1[n:13][cH:14][cH:15][cH:16][c:17]1[N+:18](=[O:19])[O-:20]>>[CH3:2][O:3][C:4]([CH:5]([CH2:6][C:7]#[CH:8])[NH:9][c:12]1[n:13][cH:14][cH:15][cH:16][c:17]1[N+:18](=[O:19])[O-:20])=[O:10].